From a dataset of the Open Reaction Database (ORD), a public repository of structured organic reaction records. describe an organic reaction: reactants, conditions, products, and yield The reactants are C(C)OC([C@H](CC1=CC=C(C=C1)NC1=NC(=CC2=CC=CC=C12)CC)N)=O ((S)-ethyl-3-[4-(3-ethyl-isoquinol-1-yl amino)phenyl]-2-aminopropionate), C(C)C1C(CCC1=O)=O (2-ethyl-1,3-cyclopentanedione). The solvent is ClCCCl (1,2-dichloroethane). Product: C(C)OC([C@H](CC1=CC=C(C=C1)NC1=NC(=CC2=CC=CC=C12)CC)NC1=C(C(CC1)=O)CC)=O ((2S)-Ethyl-3-[4-(3-ethyl-isoquinolin-1-ylamino)phenyl]-2-[(2-ethyl-3-oxo-1-cyclopentenyl)amino]propionate). Isolated yield 52.3%. As a reaction SMILES: [CH2:1]([O:3][C:4](=[O:27])[C@@H:5]([NH2:26])[CH2:6][C:7]1[CH:12]=[CH:11][C:10]([NH:13][C:14]2[C:23]3[C:18](=[CH:19][CH:20]=[CH:21][CH:22]=3)[CH:17]=[C:16]([CH2:24][CH3:25])[N:15]=2)=[CH:9][CH:8]=1)[CH3:2].[CH2:28]([CH:30]1[C:34](=[O:35])[CH2:33][CH2:32][C:31]1=O)[CH3:29]>ClCCCl>[CH2:1]([O:3][C:4](=[O:27])[C@@H:5]([NH:26][C:31]1[CH2:32][CH2:33][C:34](=[O:35])[C:30]=1[CH2:28][CH3:29])[CH2:6][C:7]1[CH:12]=[CH:11][C:10]([NH:13][C:14]2[C:23]3[C:18](=[CH:19][CH:20]=[CH:21][CH:22]=3)[CH:17]=[C:16]([CH2:24][CH3:25])[N:15]=2)=[CH:9][CH:8]=1)[CH3:2]. Procedure details: A solution of (S)-ethyl-3-[4-(3-ethyl-isoquinol-1-yl amino)phenyl]-2-aminopropionate [prepared from 1-chloro,3-ethyl-isoquinoline (from reaction of o-toluic acid with propionitrile and subsequent treatment with phosphorous oxychloride) and N-BOC-L4-aminophenylalanine ethylester] (750 mg, 2.07 mmol) and 2-ethyl-1,3-cyclopentanedione (273 mg, 2.17 mmol) in 1,2-dichloroethane (10 ml) was treated with 4 Å sieves (˜1 g) and heated at 90° for 3 days. The solution was filtered, concentrated in vacuo an... The product is C=CCC1(C)CC(c2cccc(Cl)c2)C(c2ccc(Cl)cc2)N(c2ncc(N)cc2C)C1=O. RXN SMILES: [CH2:1]([CH:2]=[CH2:3])[C:4]1([CH3:35])[C:5](=[O:34])[N:6]([c:24]2[n:25][cH:26][c:27]([N+:31]([O-:32])=[O:33])[cH:28][c:29]2[CH3:30])[CH:7]([c:17]2[cH:18][cH:19][c:20]([Cl:23])[cH:21][cH:22]2)[CH:8]([c:10]2[cH:11][c:12]([Cl:16])[cH:13][cH:14][cH:15]2)[CH2:9]1.[CH3:41][CH2:42][O:43][C:44](=[O:45])[CH3:46].[OH2:36].[OH2:37].[Sn:38]([Cl:39])[Cl:40]>>[CH2:1]([CH:2]=[CH2:3])[C:4]1([CH3:35])[C:5](=[O:34])[N:6]([c:24]2[n:25][cH:26][c:27]([NH2:31])[cH:28][c:29]2[CH3:30])[CH:7]([c:17]2[cH:18][cH:19][c:20]([Cl:23])[cH:21][cH:22]2)[CH:8]([c:10]2[cH:11][c:12]([Cl:16])[cH:13][cH:14][cH:15]2)[CH2:9]1. Starting materials: C=CCC1(C)CC(c2cccc(Cl)c2)C(c2ccc(Cl)cc2)N(c2ncc([N+](=O)[O-])cc2C)C1=O, CCOC(C)=O, O, O, Cl[Sn]Cl. Starting materials: NC1=NC(=NC(=C1)N)S (4,6-diamino-2-mercaptopyrimidine), CC(=O)OCC1=C(N2[C@@H]([C@@H](C2=O)N)SC1)C(=O)O (7-aminocephalosporanic acid). Run in C([O-])(O)=O.[Na+] (sodium bicarbonate), O (water), C([O-])(O)=O.[Na+] (sodium bicarbonate). Run at temperature 60 celsius. Product: O.O.NC1[C@@H]2N(C(=C(CS2)CSC2=NC(=CC(=N2)N)N)C(=O)O)C1=O (7-Amino-3-(4,6-diamino-pyrimidin-2-yl-thiomethyl)-ceph-3-em-4-carboxylic acid dihydrate). Isolated yield 82.5%. Reaction SMILES: CC(O[CH2:5][C:6]1[CH2:15][S:14][C@@H:9]2[C@H:10]([NH2:13])[C:11](=[O:12])[N:8]2[C:7]=1[C:16]([OH:18])=[O:17])=[O:3].[NH2:19][C:20]1[CH:25]=[C:24]([NH2:26])[N:23]=[C:22]([SH:27])[N:21]=1>O.C(=O)(O)[O-].[Na+]>[OH2:3].[OH2:3].[NH2:13][CH:10]1[C:11](=[O:12])[N:8]2[C:7]([C:16]([OH:18])=[O:17])=[C:6]([CH2:5][S:27][C:22]3[N:23]=[C:24]([NH2:26])[CH:25]=[C:20]([NH2:19])[N:21]=3)[CH2:15][S:14][C@H:9]12 |f:3.4,5.6.7|. Reported procedure: 2.7 g (0.01 mole) of 7-aminocephalosporanic acid are dissolved in 50 ml of water with the required amount of sodium bicarbonate. 1.7 g (0.013 mole) of 4,6-diamino-2-mercaptopyrimidine and the equivalent amount of sodium bicarbonate are added and the reaction solution is heated to 60° C. for 4 hours, whilst stirring and keeping the pH value constant (pH=7). The mixture is allowed to cool, undissolved material is filtered off and the filtrate is concentrated in vacuo at 30° C. to half its volume. ... The reactants are CC(C)OC(N[C@@H]1C[C@@H](N(C2=CC=C(C=C12)Br)C(C)=O)C)=O (1-Methylethyl[(2S,4R)-1-acetyl-6-bromo-2-methyl-1,2,3,4-tetrahydro-4-quinolinyl]carbamate), Intermediate 115, [OH-].[K+] (potassium hydroxide), CN(CCN1N=CC(=C1)B1OC(C(O1)(C)C)(C)C)C (N,N-dimethyl-2-[4-(4,4,5,5-tetramethyl-1,3,2-dioxaborolan-2-yl)-1H-pyrazol-1-yl]ethanamine). The reagents and catalysts are CC(C)C1=C(C(=CC=C1)C(C)C)N2CCN([CH-]2)C3=C(C=CC=C3C(C)C)C(C)C.C1=CC(=CN=C1)Cl.Cl[Pd]Cl ((1,3-bis(2,6-diisopropylphenyl)imidazolidene)(3-chloropyridyl)palladium(II) dichloride). Solvent: C(C)O (ethanol). Run at time 16 hour. Yields the product CC(C)OC(N[C@@H]1C[C@@H](N(C2=CC=C(C=C12)C=1C=NN(C1)CCN(C)C)C(C)=O)C)=O (1-methylethyl((2S,4R)-1-acetyl-6-{1-[2-(dimethylamino)ethyl]-1H-pyrazol-4-yl}-2-methyl-1,2,3,4-tetrahydro-4-quinolinyl)carbamate). Yield: 49.3%. Reaction SMILES: [CH3:1][CH:2]([O:4][C:5](=[O:22])[NH:6][C@H:7]1[C:16]2[C:11](=[CH:12][CH:13]=[C:14](Br)[CH:15]=2)[N:10]([C:18](=[O:20])[CH3:19])[C@@H:9]([CH3:21])[CH2:8]1)[CH3:3].[OH-].[K+].[CH3:25][N:26]([CH3:43])[CH2:27][CH2:28][N:29]1[CH:33]=[C:32](B2OC(C)(C)C(C)(C)O2)[CH:31]=[N:30]1>C(O)C.CC(C1C=CC=C(C(C)C)C=1N1[CH-]N(C2C(C(C)C)=CC=CC=2C(C)C)CC1)C.C1C=NC=C(Cl)C=1.Cl[Pd]Cl>[CH3:1][CH:2]([O:4][C:5](=[O:22])[NH:6][C@H:7]1[C:16]2[C:11](=[CH:12][CH:13]=[C:14]([C:32]3[CH:31]=[N:30][N:29]([CH2:28][CH2:27][N:26]([CH3:43])[CH3:25])[CH:33]=3)[CH:15]=2)[N:10]([C:18](=[O:20])[CH3:19])[C@@H:9]([CH3:21])[CH2:8]1)[CH3:3] |f:1.2,5.6.7|. Reported procedure: 1-Methylethyl[(2S,4R)-1-acetyl-6-bromo-2-methyl-1,2,3,4-tetrahydro-4-quinolinyl]carbamate (for a preparation see Example 4) (0.24 g, 0.650 mmol), potassium hydroxide (1.300 mL, 1.300 mmol), N,N-dimethyl-2-[4-(4,4,5,5-tetramethyl-1,3,2-dioxaborolan-2-yl)-1H-pyrazol-1-yl]ethanamine (for a preparation see Intermediate 115) (0.190 g, 0.715 mmol) and (1,3-bis(2,6-diisopropylphenyl)imidazolidene)(3-chloropyridyl)palladium(II) dichloride (0.03 g, 0.044 mmol) were dissolved in ethanol (10 mL) and 1,2-di... Reactants: C(C1=CC=CC=C1)OCC1OC1 (benzyloxymethyloxirane), CO (methanol), [N-]=[N+]=[N-].[Na+] (sodium azide), C(=O)OC (methyl formate). The solvent is O (water). Yields the product C(C1=CC=CC=C1)OCC(CN=[N+]=[N-])O (3-Benzyloxy-2-hydroxypropylazide). Yield: 91.8%. RXN SMILES: [CH2:1]([O:8][CH2:9][CH:10]1[CH2:12][O:11]1)[C:2]1[CH:7]=[CH:6][CH:5]=[CH:4][CH:3]=1.CO.[N-:15]=[N+:16]=[N-:17].[Na+].C(OC)=O>O>[CH2:1]([O:8][CH2:9][CH:10]([OH:11])[CH2:12][N:15]=[N+:16]=[N-:17])[C:2]1[CH:7]=[CH:6][CH:5]=[CH:4][CH:3]=1 |f:2.3|. Procedure: A procedure similar to that described in Preparation 12 was repeated, except that 4.92 g of benzyloxymethyloxirane (prepared as described in Preparation 46), 160 ml of an 8:1 by volume mixture of methanol and water, 9.75 g of sodium azide and 40 ml of methyl formate were used, to give 5.7 g of the title compound having an Rf value of 0.22 (on silica gel thin layer chromatography, using a 1:5 by volume mixture of ethyl acetate and hexane as the developing solvent) as a pale yellow oil. Reactants: CCCC[N+](CCCC)(CCCC)CCCC.[F-] (TBAF), C(C1=CC=CC=C1)O[C@H]1[C@H]([C@H]2N=C(S[C@H]2O[C@@H]1C=O)N(C(OC(C)(C)C)=O)C)F (tert-butyl ((3aR,5S,6R,7S,7aR)-6-(benzyloxy)-7-fluoro-5-formyl-5,6,7,7a-tetrahydro-3aH-pyrano[3,2-d]thiazol-2-yl)(methyl)carbamate), [Si](C)(C)(C)C(F)(F)F (TMSCF3), CCCC[N+](CCCC)(CCCC)CCCC.[F-] (TBAF). The solvent is CCOC(=O)C (EtOAc), [Cl-].[Na+].O (brine), C1CCOC1 (THF). Reaction conditions: time 16 hour. Yields the product C(C1=CC=CC=C1)O[C@H]1[C@H]([C@H]2N=C(S[C@H]2O[C@@H]1[C@@H](C(F)(F)F)O)N(C(OC(C)(C)C)=O)C)F (tert-butyl ((3aR,5R,6R,7S,7aR)-6-(benzyloxy)-7-fluoro-5-((S)-2,2,2-trifluoro-1-hydroxyethyl)-5,6,7,7a-tetrahydro-3aH-pyrano[3,2-d]thiazol-2-yl)(methyl)carbamate). The yield is 34.4%. As a reaction SMILES: [CH2:1]([O:8][C@@H:9]1[C@@H:17]([CH:18]=[O:19])[O:16][C@H:15]2[C@H:11]([N:12]=[C:13]([N:20]([CH3:28])[C:21](=[O:27])[O:22][C:23]([CH3:26])([CH3:25])[CH3:24])[S:14]2)[C@@H:10]1[F:29])[C:2]1[CH:7]=[CH:6][CH:5]=[CH:4][CH:3]=1.[Si]([C:34]([F:37])([F:36])[F:35])(C)(C)C.CCCC[N+](CCCC)(CCCC)CCCC.[F-]>C1COCC1.CCOC(C)=O.[Cl-].[Na+].O>[CH2:1]([O:8][C@@H:9]1[C@@H:17]([C@H:18]([OH:19])[C:34]([F:37])([F:36])[F:35])[O:16][C@H:15]2[C@H:11]([N:12]=[C:13]([N:20]([CH3:28])[C:21](=[O:27])[O:22][C:23]([CH3:24])([CH3:25])[CH3:26])[S:14]2)[C@@H:10]1[F:29])[C:2]1[CH:3]=[CH:4][CH:5]=[CH:6][CH:7]=1 |f:2.3,6.7.8|. Procedure details: To a solution of tert-butyl ((3aR,5S,6R,7S,7aR)-6-(benzyloxy)-7-fluoro-5-formyl-5,6,7,7a-tetrahydro-3aH-pyrano[3,2-d]thiazol-2-yl)(methyl)carbamate (0.352 g, 0.829 mmol) and TMSCF3 (0.290 g, 2.04 mmol) in anhydrous THF (15 mL) was added TBAF (1.0 M in THF, 0.050 mL, 0.050 mmol). After addition the reaction mixture was stirred at room temperature for 16 h. The reaction mixture was cooled at 0° C., and another batch of TBAF (1.0 M in THF, 1.5 mL, 1.5 mmol) was added. The mixture was stirred at roo... Reactants: O1CCOC12CCC(CC2)OC2=CC(=C(C(=O)O)C=C2Cl)F (4-(1,4-dioxaspiro[4.5]decan-8-yloxy)-5-chloro-2-fluorobenzoic acid), Cl (hydrochloric acid). Solvent: [Cl-].[Na+].O (brine), CC(=O)C (acetone). Product: ClC=1C(=CC(=C(C(=O)O)C1)F)OC1CCC(CC1)=O (5-chloro-2-fluoro-4-((4-oxocyclohexyl)oxy)benzoic acid). The yield is 44.6%. Reaction SMILES: O1[C:5]2([CH2:10][CH2:9][CH:8]([O:11][C:12]3[C:20]([Cl:21])=[CH:19][C:15]([C:16]([OH:18])=[O:17])=[C:14]([F:22])[CH:13]=3)[CH2:7][CH2:6]2)[O:4]CC1.Cl>CC(C)=O.[Cl-].[Na+].O>[Cl:21][C:20]1[C:12]([O:11][CH:8]2[CH2:9][CH2:10][C:5](=[O:4])[CH2:6][CH2:7]2)=[CH:13][C:14]([F:22])=[C:15]([CH:19]=1)[C:16]([OH:18])=[O:17] |f:3.4.5|. Reported procedure: To a solution of 4-(1,4-dioxaspiro[4.5]decan-8-yloxy)-5-chloro-2-fluorobenzoic acid (2.95 g, 8.92 mmol) in acetone (100 mL) was added 3 M hydrochloric acid (80 mL). The solution was heated to reflux for 17 hours and cooled to ambient temperature. The mixture was diluted with brine (200 mL) and extracted with ethyl acetate (3×150 mL). The combined organic layers were dried over anhydrous sodium sulfate, filtered, and concentrated in vacuo to dryness. The residue was purified by column chromatogra... Reaction conditions: time 10 minute. Reaction SMILES: [Cl:1][C:2]1[CH:7]=[CH:6][CH:5]=[C:4]([Cl:8])[C:3]=1[CH2:9][C:10](Cl)=[O:11].[NH2:13][CH2:14][C@H:15]1[O:19][C@@H:18]([N:20]2[CH:27]=[C:26]([CH2:28][CH3:29])[C:24](=[O:25])[NH:23][C:21]2=[O:22])[CH2:17][C@@H:16]1[OH:30]>C(OCC)C.[OH-].[Na+]>[Cl:1][C:2]1[CH:7]=[CH:6][CH:5]=[C:4]([Cl:8])[C:3]=1[CH2:9][C:10]([NH:13][CH2:14][C@H:15]1[O:19][C@@H:18]([N:20]2[CH:27]=[C:26]([CH2:28][CH3:29])[C:24](=[O:25])[NH:23][C:21]2=[O:22])[CH2:17][C@@H:16]1[OH:30])=[O:11] |f:3.4|. Reported procedure: A solution of 1.12 g of (2,6-dichlorophenyl)acetyl chloride in 15 ml of diethyl ether was added to a solution of 1.275 g of 5'-amino-2',5'dideoxy-5-ethyluridine in 15 ml of 0.33M sodium hydroxide solution. The mixture was shaken vigorously for 10 minutes and then filtered. The solid was washed with 150 ml of water, 20 ml of ethanol and 40 ml of diethyl ether, and then recrystallized from 2.5 l of ethanol to give 1.53 g of 5'-[2-(2,6-dichlorophenyl)acetamido]-2',5'-dideoxy-5-ethyluridine in the f... Product: ClC1=C(C(=CC=C1)Cl)CC(=O)NC[C@@H]1[C@H](C[C@@H](O1)N1C(=O)NC(=O)C(=C1)CC)O (5'-[2-(2,6-dichlorophenyl)acetamido]-2',5'-dideoxy-5-ethyluridine). Starting materials: ClC1=C(C(=CC=C1)Cl)CC(=O)Cl ((2,6-dichlorophenyl)acetyl chloride), NC[C@@H]1[C@H](C[C@@H](O1)N1C(=O)NC(=O)C(=C1)CC)O (5'-amino-2',5'dideoxy-5-ethyluridine). Yield: 69.3%. The solvent is C(C)OCC (diethyl ether), [OH-].[Na+] (sodium hydroxide).